From a dataset of the Open Reaction Database (ORD), a public repository of structured organic reaction records. describe an organic reaction: reactants, conditions, products, and yield Starting materials: [BH4-].[Na+] (Sodium borohydride), C(=O)C1=C(C#N)C(=CC=C1)[N+](=O)[O-] (2-formyl-6-nitrobenzonitrile). The solvent is CO (MeOH), C1CCOC1 (THF). Product: OCC1=C(C#N)C(=CC=C1)[N+](=O)[O-] (2-(Hydroxymethyl)-6-nitrobenzonitrile). RXN SMILES: [BH4-].[Na+].[CH:3]([C:5]1[CH:12]=[CH:11][CH:10]=[C:9]([N+:13]([O-:15])=[O:14])[C:6]=1[C:7]#[N:8])=[O:4]>CO.C1COCC1>[OH:4][CH2:3][C:5]1[CH:12]=[CH:11][CH:10]=[C:9]([N+:13]([O-:15])=[O:14])[C:6]=1[C:7]#[N:8] |f:0.1|. Reported procedure: Sodium borohydride (92.0 mg, 2.43 mmol) was added to a solution of 2-formyl-6-nitrobenzonitrile (Example 207e) (0.86 g, 4.88 mmol) in MeOH (38 mL) and THF (38 mL) at −8° C., and was stirred at that temperature for no more than 30 min. The reaction was quenched with HCl (6 M, 4.88 mL), followed by addition of water (50 mL), and brine (50 mL). The mixture was extracted with EtOAc, the combined extract was dried over MgSO4, filtered and concentrated. The crude product was purified by chromatography... Starting materials: OC(=CC(C(=O)OCC)=O)C(C)C (ethyl 4-hydroxy-5-methyl-2-oxo-3-hexenoate), Cl.CON (O-methylhydroxylamine hydrochloride), C(C)O (ethanol). Solvent: C(C)(=O)OCC (ethyl acetate). Run at time 6 hour. The product is CON=C(C(=O)OCC)CC(C(C)C)=O (ethyl 2-methoxyimino-5-methyl-4-oxohexanoate). The yield is 92.0%. RXN SMILES: [OH:1][C:2]([CH:11]([CH3:13])[CH3:12])=[CH:3][C:4](=O)[C:5]([O:7][CH2:8][CH3:9])=[O:6].Cl.[CH3:15][O:16][NH2:17].C(O)C>C(OCC)(=O)C>[CH3:15][O:16][N:17]=[C:4]([CH2:3][C:2](=[O:1])[CH:11]([CH3:13])[CH3:12])[C:5]([O:7][CH2:8][CH3:9])=[O:6] |f:1.2|. Procedure: A mixture of 5.0 g of ethyl 4-hydroxy-5-methyl-2-oxo-3-hexenoate, 2.46 g of O-methylhydroxylamine hydrochloride and 10 ml of ethanol was stirred at room temperature for 6 hours. After ethyl acetate was poured into the reaction mixture, the organic layer was washed with water and an aqueous saturated sodium chloride solution, dried over anhydrous magnesium sulfate, and concentrated under reduced pressure to obtain 5.32 g of ethyl 2-methoxyimino-5-methyl-4-oxohexanoate of the formula: Reactants: C(C1=CC=CC=C1)S(=O)(=O)N[C@@H](C)C(=O)N1[C@H](C(=O)N2[C@H](C(=O)O)CCC2)CCC1 (N-benzylsulfonyl-L-alanyl-L-prolyl-L-proline), N[C@@H](CCCNC(N)=N)C(=O)O (L-arginine). Run in O (water). Run at time 1 hour. Product: N[C@@H](CCCNC(N)=N)C(=O)O.C(C1=CC=CC=C1)S(=O)(=O)N[C@@H](C)C(=O)N1[C@H](C(=O)N2[C@H](C(=O)O)CCC2)CCC1 (N-benzylsulfonyl-L-alanyl-L-prolyl-L-proline L-arginine salt). As a reaction SMILES: [CH2:1]([S:8]([NH:11][C@H:12]([C:14]([N:16]1[CH2:30][CH2:29][CH2:28][C@H:17]1[C:18]([N:20]1[CH2:27][CH2:26][CH2:25][C@H:21]1[C:22]([OH:24])=[O:23])=[O:19])=[O:15])[CH3:13])(=[O:10])=[O:9])[C:2]1[CH:7]=[CH:6][CH:5]=[CH:4][CH:3]=1.[NH2:31][C@H:32]([C:40]([OH:42])=[O:41])[CH2:33][CH2:34][CH2:35][NH:36][C:37](=[NH:39])[NH2:38]>O>[NH2:31][C@H:32]([C:40]([OH:42])=[O:41])[CH2:33][CH2:34][CH2:35][NH:36][C:37](=[NH:38])[NH2:39].[CH2:1]([S:8]([NH:11][C@H:12]([C:14]([N:16]1[CH2:30][CH2:29][CH2:28][C@H:17]1[C:18]([N:20]1[CH2:27][CH2:26][CH2:25][C@H:21]1[C:22]([OH:24])=[O:23])=[O:19])=[O:15])[CH3:13])(=[O:10])=[O:9])[C:2]1[CH:3]=[CH:4][CH:5]=[CH:6][CH:7]=1 |f:3.4|. Reported procedure: N-benzylsulfonyl-L-alanyl-L-prolyl-L-proline (1.00 q, 2.29 m mole) and L-arginine (0.399 g, 2.29 m mole) were added to water (50 ml) and stirred for 1 hour at room temperature to make a homogeneous solution. The solution was filtered and the thus obtained filtrate was freeze-dried to give N-benzylsulfonyl-L-alanyl-L-prolyl-L-proline L-arginine salt (1.30 g). Starting materials: NC1=C(C=C(C(=O)N2CC=3N(CC4=C2C=CC=C4)C=CC3)C=C1)C (10,11-dihydro-10-(4-amino-3-methylbenzoyl)-5H-pyrrolo[2,1-c][1,4]benzodiazepine), C(C)(C)N(C(C)C)CC (N,N-diisopropylethylamine), CC1=C(C(=O)Cl)C=CC=C1 (2-methylbenzoyl chloride). Run in C(Cl)Cl (methylene chloride). The product is C=1C=CN2C1CN(C1=C(C2)C=CC=C1)C(=O)C1=CC(=C(C=C1)NC(C1=C(C=CC=C1)C)=O)C (N-[4-(5H-Pyrrolo[2,1-c][1,4]benzodiazepin-10(11H)-ylcarbonyl)-2-methylphenyl]-2-methylbenzamide). The yield is 65.9%. RXN SMILES: [NH2:1][C:2]1[CH:23]=[CH:22][C:5]([C:6]([N:8]2[C:14]3[CH:15]=[CH:16][CH:17]=[CH:18][C:13]=3[CH2:12][N:11]3[CH:19]=[CH:20][CH:21]=[C:10]3[CH2:9]2)=[O:7])=[CH:4][C:3]=1[CH3:24].C(N(CC)C(C)C)(C)C.[CH3:34][C:35]1[CH:43]=[CH:42][CH:41]=[CH:40][C:36]=1[C:37](Cl)=[O:38]>C(Cl)Cl>[CH:21]1[CH:20]=[CH:19][N:11]2[CH2:12][C:13]3[CH:18]=[CH:17][CH:16]=[CH:15][C:14]=3[N:8]([C:6]([C:5]3[CH:22]=[CH:23][C:2]([NH:1][C:37](=[O:38])[C:36]4[CH:40]=[CH:41][CH:42]=[CH:43][C:35]=4[CH3:34])=[C:3]([CH3:24])[CH:4]=3)=[O:7])[CH2:9][C:10]=12. Procedure: A solution of 0.83 g of 10,11-dihydro-10-(4-amino-3-methylbenzoyl)-5H-pyrrolo[2,1-c][1,4]benzodiazepine, 0.5 g of N,N-diisopropylethylamine and 0.6 g of 2-methylbenzoyl chloride in 50 ml of methylene chloride is stirred at room temperature for 18 hours. The reaction mixture is washed with water, the organic layer dried with Na2SO4 and passed through a pad of hydrous magnesium silicate. Hexane is added at the boil to give 0.75 g of a solid which is crystallized from methylene chloride-hexane to g... The reactants are CCn1ncc2c(NC3CCOCC3)c(C(=O)O)cnc21, CCn1ncc2c(NC3CCOCC3)c(C(=O)NC(CO)c3ccccc3)cnc21, CC(C)(N)CO. The product is CCn1ncc2c(NC3CCOCC3)c(C(=O)NC(C)(C)CO)cnc21. Reaction SMILES: [CH2:1]([CH3:2])[n:3]1[n:4][cH:5][c:6]2[c:7]1[n:8][cH:9][c:10]([C:19](=[O:20])[OH:21])[c:11]2[NH:12][CH:13]1[CH2:14][CH2:15][O:16][CH2:17][CH2:18]1.[CH2:28]([n:29]1[c:30]2[n:31][cH:32][c:33]([C:34]([NH:35][CH:36]([c:37]3[cH:38][cH:39][cH:40][cH:41][cH:42]3)[CH2:43][OH:44])=[O:45])[c:46]([NH:47][CH:48]3[CH2:49][CH2:50][O:51][CH2:52][CH2:53]3)[c:54]2[cH:55][n:56]1)[CH3:57].[NH2:22][C:23]([CH2:24][OH:25])([CH3:26])[CH3:27]>>[CH2:1]([CH3:2])[n:3]1[n:4][cH:5][c:6]2[c:7]1[n:8][cH:9][c:10]([C:19](=[O:20])[NH:22][C:23]([CH2:24][OH:25])([CH3:26])[CH3:27])[c:11]2[NH:12][CH:13]1[CH2:14][CH2:15][O:16][CH2:17][CH2:18]1. Starting materials: OC1=C(C=C(C2=CC=CC=C12)I)C(=O)NC1=C(C=CC=C1)OCCCCCCCCCCCCCC (1-hydroxy-4-iodo-2'-tetradecyloxy-2-naphthanilide), [K].C1(=CC=CC=C1)N1N=NN=C1S (1-phenyl-5-mercapto-tetrazole potassium salt), CN(C=O)C (dimethylformamide). Run in C(C)O (ethanol). Conditions: temperature 90 celsius. Yields the product OC1=C(C=C(C2=CC=CC=C12)SC1=NN=NN1C1=CC=CC=C1)C(=O)NC1=C(C=CC=C1)OCCCCCCCCCCCCCC (1-hydroxy-4-(1-phenyl-5-tetrazolylthio)-2'-tetradecyloxy-2-naphthanilide). Isolated yield 90.0%. As a reaction SMILES: [OH:1][C:2]1[C:11]2[C:6](=[CH:7][CH:8]=[CH:9][CH:10]=2)[C:5](I)=[CH:4][C:3]=1[C:13]([NH:15][C:16]1[CH:21]=[CH:20][CH:19]=[CH:18][C:17]=1[O:22][CH2:23][CH2:24][CH2:25][CH2:26][CH2:27][CH2:28][CH2:29][CH2:30][CH2:31][CH2:32][CH2:33][CH2:34][CH2:35][CH3:36])=[O:14].[K].[C:38]1([N:44]2[C:48]([SH:49])=[N:47][N:46]=[N:45]2)[CH:43]=[CH:42][CH:41]=[CH:40][CH:39]=1.CN(C)C=O>C(O)C>[OH:1][C:2]1[C:11]2[C:6](=[CH:7][CH:8]=[CH:9][CH:10]=2)[C:5]([S:49][C:48]2[N:44]([C:38]3[CH:43]=[CH:42][CH:41]=[CH:40][CH:39]=3)[N:45]=[N:46][N:47]=2)=[CH:4][C:3]=1[C:13]([NH:15][C:16]1[CH:21]=[CH:20][CH:19]=[CH:18][C:17]=1[O:22][CH2:23][CH2:24][CH2:25][CH2:26][CH2:27][CH2:28][CH2:29][CH2:30][CH2:31][CH2:32][CH2:33][CH2:34][CH2:35][CH3:36])=[O:14] |f:1.2,^1:36|. Procedure: 1-hydroxy-4-iodo-2'-tetradecyloxy-2-naphthanilide (9 g) and 1-phenyl-5-mercapto-tetrazole potassium salt (3 g) were solubilized im dimethylformamide (25 ml). The solution was heated at 90° C. for 1 hour under stirring. After adding ethanol (25 ml), a white solid precipitated. The solid collected by filtration was crystallized from ethanol. The yield was 90% of 1-hydroxy-4-(1-phenyl-5-tetrazolylthio)-2'-tetradecyloxy-2-naphthanilide of formula ##STR11## Reactants: solvent A, FC(C(N)=N)(F)F (2,2,2-Trifluoroethanimidamide), Cl (HCl), solvent B, COC(CC(CC(=O)OC)=O)=O (3-oxopentanedioic acid dimethyl ester), Cl (HCl), CCCCCC (hexane). The solvent is CC(C)O.CCOC(=O)C (iPrOH EtOAc), C[O-].[Na+] (sodium methoxide), CO (methanol). Reaction conditions: temperature 50 celsius, time 18 hour. Product: OC1=CC(=NC(=N1)C(F)(F)F)CC(=O)OC (methyl [6-hydroxy-2-(trifluoromethyl)pyrimidin-4-yl]acetate). Yield: 69.3%. As a reaction SMILES: [F:1][C:2]([F:7])([F:6])[C:3](=[NH:5])[NH2:4].[CH3:8][O:9][C:10](=[O:19])[CH2:11][C:12](=O)[CH2:13][C:14](OC)=[O:15].Cl.CCCCCC>C[O-].[Na+].CO.CC(O)C.CCOC(C)=O>[OH:15][C:14]1[N:4]=[C:3]([C:2]([F:7])([F:6])[F:1])[N:5]=[C:12]([CH2:11][C:10]([O:9][CH3:8])=[O:19])[CH:13]=1 |f:4.5,7.8|. Procedure details: 2,2,2-Trifluoroethanimidamide (6.7 g, 50. mmol, Oakwood) was dissolved in 0.5 M sodium methoxide in methanol (120 mL, 60. mmol) and 3-oxopentanedioic acid dimethyl ester (8.4 mL, 55 mmol, Aldrich Co.) was added. The reaction solution was stirred 50° C. for 18 h. LCMS showed it to be mostly done to give the product, M+H 237. The solvent was rotovapped. 1 N HCl was added (50 mL) (pH5), followed 4M HCl (10 mL). The mixture was then extracted with ethyl acetate. The organic solution was washed with ...